This data is from the Open Reaction Database (ORD), a public repository of structured organic reaction records. The task is: describe an organic reaction: reactants, conditions, products, and yield Conditions: temperature 40 celsius, time 3 hour. RXN SMILES: C(O)C.O.O1CCOCC1.[C:11]([N:15]1[C:19]([C:20]([F:23])([F:22])[F:21])=[C:18]([C:24]([O:26]CC)=[O:25])[CH:17]=[N:16]1)([CH3:14])([CH3:13])[CH3:12].O.[OH-].[Li+]>O.Cl>[C:11]([N:15]1[C:19]([C:20]([F:22])([F:23])[F:21])=[C:18]([C:24]([OH:26])=[O:25])[CH:17]=[N:16]1)([CH3:14])([CH3:12])[CH3:13] |f:0.1.2,4.5.6|. Isolated yield 96.3%. The solvent is O (water), Cl (HCl). Product: C(C)(C)(C)N1N=CC(=C1C(F)(F)F)C(=O)O (1-tert-butyl-5-(trifluoromethyl)-1H-pyrazole-4-carboxylic acid). The reactants are C(C)O.O.O1CCOCC1 (ethanol water dioxane), C(C)(C)(C)N1N=CC(=C1C(F)(F)F)C(=O)OCC (ethyl 1-tert-butyl-5-(trifluoromethyl)-1H-pyrazole-4-carboxylate), O.[OH-].[Li+] (lithium hydroxide hydrate). Reported procedure: In a solution of ethanol:water:dioxane (1:1:1, 9 mL) was placed ethyl 1-tert-butyl-5-(trifluoromethyl)-1H-pyrazole-4-carboxylate (750 mg, 2.84 mmol) and lithium hydroxide hydrate (357 mg, 8.51 mmol). The mixture was stirred at 40° C. for 3 hrs and then at RT overnight. The mixture was diluted with water (25 mL) and 1N HCl (10 mL) and extracted with ethyl acetate (2×25 mL). The combined organic phases were washed with brine (20 mL), dried (Na2SO4) and evaporated at reduced pressure to afford 1-te...